Dataset: the Open Reaction Database (ORD), a public repository of structured organic reaction records. Task: describe an organic reaction: reactants, conditions, products, and yield The reactants are CCCCCOC(=O)c1ccc(OCCCCC)c(OCCCCC)c1, CO, Cl, [K+], [OH-]. Product: CCCCCOc1ccc(C(=O)O)cc1OCCCCC. RXN SMILES: [CH2:1]([CH2:2][CH2:3][CH2:4][CH3:5])[O:6][c:7]1[cH:8][c:9]([C:10](=[O:11])[O:12][CH2:13][CH2:14][CH2:15][CH2:16][CH3:17])[cH:18][cH:19][c:20]1[O:21][CH2:22][CH2:23][CH2:24][CH2:25][CH3:26].[CH3:30][OH:31].[ClH:29].[K+:28].[OH-:27]>>[CH2:1]([CH2:2][CH2:3][CH2:4][CH3:5])[O:6][c:7]1[cH:8][c:9]([C:10](=[O:11])[OH:12])[cH:18][cH:19][c:20]1[O:21][CH2:22][CH2:23][CH2:24][CH2:25][CH3:26]. Reactants: O=C([O-])[O-], CCOC(=O)CC1OB(O)c2cc(O)cc(CN=[N+]=[N-])c21, Clc1cnccn1, Cl, [Cs+], [Cs+], CN(C)C=O. Yields the product CCOC(=O)CC1OB(O)c2cc(Oc3cnccn3)cc(CN=[N+]=[N-])c21. Reaction SMILES: [C:29](=[O:30])([O-:31])[O-:32].[CH2:1]([CH3:2])[O:3][C:4]([CH2:5][CH:6]1[c:7]2[c:8]([cH:12][c:13]([OH:20])[cH:14][c:15]2[CH2:16][N:17]=[N+:18]=[N-:19])[B:9]([OH:11])[O:10]1)=[O:21].[Cl:22][c:23]1[n:24][cH:25][cH:26][n:27][cH:28]1.[ClH:35].[Cs+:33].[Cs+:34].[O:36]=[CH:37][N:38]([CH3:39])[CH3:40]>>[CH2:1]([CH3:2])[O:3][C:4]([CH2:5][CH:6]1[c:7]2[c:8]([cH:12][c:13]([O:20][c:23]3[n:24][cH:25][cH:26][n:27][cH:28]3)[cH:14][c:15]2[CH2:16][N:17]=[N+:18]=[N-:19])[B:9]([OH:11])[O:10]1)=[O:21].